From a dataset of the Open Reaction Database (ORD), a public repository of structured organic reaction records. describe an organic reaction: reactants, conditions, products, and yield Reactants: O=[N+]([O-])c1ccc(OCc2ccccc2)cc1, CCO, [Na], O, S. Reaction SMILES: [CH2:4]([c:5]1[cH:6][cH:7][cH:8][cH:9][cH:10]1)[O:11][c:12]1[cH:13][cH:14][c:15]([N+:18]([O-:19])=[O:20])[cH:16][cH:17]1.[CH3:21][CH2:22][OH:23].[Na:3].[OH2:1].[SH2:2]>>[CH2:4]([c:5]1[cH:6][cH:7][cH:8][cH:9][cH:10]1)[O:11][c:12]1[cH:13][cH:14][c:15]([NH2:18])[cH:16][cH:17]1. Product: Nc1ccc(OCc2ccccc2)cc1. Reactants: O=C(O)c1cn(Cc2ccccc2)c2ccccc12, CC#N, CN1CCCC1=O, O=S(Cl)Cl, Nc1ccncn1. Product: O=C(Nc1ccncn1)c1cn(Cc2ccccc2)c2ccccc12. Reaction SMILES: [CH2:1]([c:2]1[cH:3][cH:4][cH:5][cH:6][cH:7]1)[n:8]1[cH:9][c:10]([C:17](=[O:18])[OH:19])[c:11]2[cH:12][cH:13][cH:14][cH:15][c:16]12.[CH3:27][C:28]#[N:29].[CH3:34][N:35]1[CH2:36][CH2:37][CH2:38][C:39]1=[O:40].[S:30]([Cl:31])([Cl:32])=[O:33].[n:20]1[cH:21][n:22][c:23]([NH2:26])[cH:24][cH:25]1>>[CH2:1]([c:2]1[cH:3][cH:4][cH:5][cH:6][cH:7]1)[n:8]1[cH:9][c:10]([C:17](=[O:19])[NH:26][c:23]2[n:22][cH:21][n:20][cH:25][cH:24]2)[c:11]2[cH:12][cH:13][cH:14][cH:15][c:16]12. RXN SMILES: [CH2:1]([N:8]1[CH2:13][CH2:12][CH2:11][CH:10]([C:14]2[CH:19]=[CH:18][C:17]([O:20][CH3:21])=[CH:16][C:15]=2[O:22][CH3:23])[C:9]1=[O:24])[C:2]1[CH:7]=[CH:6][CH:5]=[CH:4][CH:3]=1.C([N-]C(C)C)(C)C.[Li+].Cl[C:34]([O:36][CH3:37])=[O:35]>O1CCCC1>[CH3:37][O:36][C:34]([C:10]1([C:14]2[CH:19]=[CH:18][C:17]([O:20][CH3:21])=[CH:16][C:15]=2[O:22][CH3:23])[CH2:11][CH2:12][CH2:13][N:8]([CH2:1][C:2]2[CH:7]=[CH:6][CH:5]=[CH:4][CH:3]=2)[C:9]1=[O:24])=[O:35] |f:1.2|. Run at temperature -70 celsius, time 15 minute. The product is COC(=O)C1(C(N(CCC1)CC1=CC=CC=C1)=O)C1=C(C=C(C=C1)OC)OC (1-Benzyl-3-(2,4-dimethoxy-phenyl)-2-oxo-piperidine-3-carboxylic acid methyl ester). Procedure: A solution of 1 mmol of 1-benzyl-3-(2,4-dimethoxy-phenyl)-piperidin-2-one [597553-90-7] in 20 ml of tetrahydrofuran is cooled to −70° C. and treated drop wise with a solution of 1.2 mmol of lithium diisopropyl-amide in 5 ml of tetrahydrofuran. The mixture is stirred 15 minutes at −70° C. A solution of 1.2 mmol of methyl chloroformate in 5 ml of tetrahydrofuran is added at −70° C. and the reaction mixture is allowed to come to room temperature over a period of 7 hours. The reaction mixture is que... The solvent is O1CCCC1 (tetrahydrofuran), O1CCCC1 (tetrahydrofuran), O1CCCC1 (tetrahydrofuran). Starting materials: C(C)(C)[N-]C(C)C.[Li+] (lithium diisopropyl-amide), ClC(=O)OC (methyl chloroformate), C(C1=CC=CC=C1)N1C(C(CCC1)C1=C(C=C(C=C1)OC)OC)=O (1-benzyl-3-(2,4-dimethoxy-phenyl)-piperidin-2-one). The reactants are [BH4-], O=C(c1cc(Cl)cc(Cl)c1)N1CCC(N(CCc2ccccc2)C(=O)C(F)(F)F)CC1Cc1ccccc1, [Na+]. The product is O=C(c1cc(Cl)cc(Cl)c1)N1CCC(NCCc2ccccc2)CC1Cc1ccccc1. As a reaction SMILES: [BH4-:39].[CH2:1]([c:2]1[cH:3][cH:4][cH:5][cH:6][cH:7]1)[CH:8]1[N:9]([C:29]([c:30]2[cH:31][c:32]([Cl:37])[cH:33][c:34]([Cl:36])[cH:35]2)=[O:38])[CH2:10][CH2:11][CH:12]([N:14]([C:15](=[O:16])[C:17]([F:18])([F:19])[F:20])[CH2:21][CH2:22][c:23]2[cH:24][cH:25][cH:26][cH:27][cH:28]2)[CH2:13]1.[Na+:40]>>[CH2:1]([c:2]1[cH:3][cH:4][cH:5][cH:6][cH:7]1)[CH:8]1[N:9]([C:29]([c:30]2[cH:31][c:32]([Cl:37])[cH:33][c:34]([Cl:36])[cH:35]2)=[O:38])[CH2:10][CH2:11][CH:12]([NH:14][CH2:21][CH2:22][c:23]2[cH:24][cH:25][cH:26][cH:27][cH:28]2)[CH2:13]1. Starting materials: Cl (hydrochloric acid), O (water), [OH-].[K+] (potassium hydroxide), C(C)OC(C(CS(=O)(=O)C(C)(C)C)CC1=CC=CC=C1)=O (2-benzyl-3-tert.-butylsulphonyl-propionic acid ethyl ester). Solvent: C1CCOC1 (THF). Reaction conditions: time 8 hour. The product is C(C1=CC=CC=C1)C(C(=O)O)CS(=O)(=O)C(C)(C)C (2-benzyl-3-tert.-butylsulphonyl-propionic acid). RXN SMILES: C([O:3][C:4](=[O:21])[CH:5]([CH2:14][C:15]1[CH:20]=[CH:19][CH:18]=[CH:17][CH:16]=1)[CH2:6][S:7]([C:10]([CH3:13])([CH3:12])[CH3:11])(=[O:9])=[O:8])C.O.[OH-].[K+].Cl>C1COCC1>[CH2:14]([CH:5]([CH2:6][S:7]([C:10]([CH3:13])([CH3:12])[CH3:11])(=[O:9])=[O:8])[C:4]([OH:21])=[O:3])[C:15]1[CH:16]=[CH:17][CH:18]=[CH:19][CH:20]=1 |f:2.3|. Procedure details: 550 mg of 2-benzyl-3-tert.-butylsulphonyl-propionic acid ethyl ester are dissolved in 8 ml of THF and then reacted with 5 ml of water and 0.88 ml of 2N potassium hydroxide solution. The mixture is stirred overnight at room temperature, neutralised with 0.88 ml of 2N hydrochloric acid and concentrated by evaporation. The residue is purified by flash chromatography on 30 g of silica gel 60 (eluant H). Yellow oil; m/e 284; 1H-NMR (DMSO-d6): 1.27 ppm (s, 9H); 2.73-3.1 (m, 4H); 3.2-3.5 (m, 1H); 7.2-7...